From a dataset of the Open Reaction Database (ORD), a public repository of structured organic reaction records. describe an organic reaction: reactants, conditions, products, and yield Reactants: O=C[C@H](O)[C@@H](O)[C@@H](O)[C@H](O)CO (D-galactose), C1(CCCCC1)N (cyclohexylamine), ether-n-hexane, ClCCN=C=O (2-chloroethyl isocyanate). Solvent: C(=O)O (formic acid), CO (methanol), C(=O)O (formic acid), CO (methanol), O1CCCC1 (tetrahydrofuran). Conditions: temperature 60 celsius, time 20 minute. Product: ClCCNC(=O)N(C1[C@H](O)[C@@H](O)[C@@H](O)[C@H](O1)CO)C1CCCCC1 (1-(2-chloroethyl)-3-cyclohexyl-3 -(D-galactopyranosyl)urea). The yield is 43.7%. As a reaction SMILES: O=[CH:2][C@@H:3]([C@H:5]([C@H:7]([C@@H:9]([CH2:11][OH:12])[OH:10])[OH:8])[OH:6])[OH:4].[CH:13]1([NH2:19])[CH2:18][CH2:17][CH2:16][CH2:15][CH2:14]1.[Cl:20][CH2:21][CH2:22][N:23]=[C:24]=[O:25]>CO.O1CCCC1.C(O)=O>[Cl:20][CH2:21][CH2:22][NH:23][C:24]([N:19]([CH:13]1[CH2:18][CH2:17][CH2:16][CH2:15][CH2:14]1)[CH:2]1[O:10][C@H:9]([CH2:11][OH:12])[C@H:7]([OH:8])[C@H:5]([OH:6])[C@H:3]1[OH:4])=[O:25]. Reported procedure: A mixture of 3.6 g of D-galactose, 10 g of cyclohexylamine and 20 ml of methanol is heated at 60° C. for one hour under stirring. After the reaction, the reaction mixture is condensed to dryness under reduced pressure and the residue is washed with ether, whereby 5.2 g of 1-cyclohexylamino-b 1-deoxy-D-galactose are obtained as a crude product. 5.2 g of said crude product are dissolved in 50 ml of methanol, and a solution of 2.3 g of 2-chloroethyl isocyanate in 10 ml of tetrahydrofuran is added d... The reactants are Cc1cc(C(=O)O)ccc1C1=CCCCC1, c1ccc2c(c1)Cn1cccc1CN2. Reaction SMILES: [C:1]1([c:7]2[c:8]([CH3:16])[cH:9][c:10]([C:11](=[O:12])[OH:13])[cH:14][cH:15]2)=[CH:2][CH2:3][CH2:4][CH2:5][CH2:6]1.[cH:17]1[cH:18][cH:19][n:20]2[c:21]1[CH2:22][NH:23][c:24]1[c:25]([cH:27][cH:28][cH:29][cH:30]1)[CH2:26]2>>[C:1]1([c:7]2[c:8]([CH3:16])[cH:9][c:10]([C:11](=[O:13])[N:23]3[CH2:22][c:21]4[cH:17][cH:18][cH:19][n:20]4[CH2:26][c:25]4[c:24]3[cH:30][cH:29][cH:28][cH:27]4)[cH:14][cH:15]2)=[CH:2][CH2:3][CH2:4][CH2:5][CH2:6]1. Product: Cc1cc(C(=O)N2Cc3cccn3Cc3ccccc32)ccc1C1=CCCCC1. Starting materials: Cl.NC=1SC(=CN1)Cl (2-amino-5-chloro-thiazole hydrochloride), ClCC(CC(=O)[O-])=O (4-chloroacetoacetate). Solvent: polyphosphoric acid. Reaction conditions: temperature 110 celsius, time 1 hour. The product is ClC1=CN2C(=NC(=CC2=O)CCl)S1 (2-chloro-7-chloromethyl-5H-thiazolo[3,2-a]pyrimidine-5-one). RXN SMILES: Cl.[NH2:2][C:3]1[S:4][C:5]([Cl:8])=[CH:6][N:7]=1.[Cl:9][CH2:10][C:11](=O)[CH2:12][C:13]([O-])=[O:14]>>[Cl:8][C:5]1[S:4][C:3]2=[N:2][C:11]([CH2:10][Cl:9])=[CH:12][C:13](=[O:14])[N:7]2[CH:6]=1 |f:0.1|. Procedure details: 2-amino-5-chloro-thiazole hydrochloride (8 g) was reacted with 4-chloroacetoacetate (15.8 g) in polyphosphoric acid (40 g) under stirring at 110° C. for 1 hour. After cooling, dilution with water and neutralization with 35% NaOH, the precipitate was filtered and washed with water. Crystallization from isopropyl ether gave 2-chloro-7-chloromethyl-5H-thiazolo[3,2-a]pyrimidine-5-one, m.p. 123°-125° C. (7.45 g), which was reacted with triphenylphosphine (9.42 g) in acetonitrile (100 ml) under stirri... Reactants: C(C)(C)(C)OC(=O)N1CC2(C1)CN(CC2)C2=C(C=C(C=C2)N2C(C1=CC=C(C=C1CC2)OC[C@H]2OCCC2)=O)F (6-(2-Fluoro-4-{1-oxo-6-[(S)-1-(tetrahydro-furan-2-yl)methoxy]-3,4-dihydro-1H-isoquinolin-2-yl}-phenyl)-2,6-diaza-spiro[3.4]octane-2-carboxylic acid tert-butyl ester), FC(C(=O)O)(F)F (trifluoroacetic acid). Yields the product C1NCC12CN(CC2)C2=C(C=C(C=C2)N2C(C1=CC=C(C=C1C=C2)OC[C@H]2OCCC2)=O)OC (2-[4-(2,6-Diaza-spiro[3.4]oct-6-yl)-3-methoxy-phenyl]-6-[(S)-1-(tetrahydro-furan-2-yl)methoxy]-2H-isoquinolin-1-one). As a reaction SMILES: C(OC([N:8]1[CH2:11][C:10]2([CH2:15][CH2:14][N:13]([C:16]3[CH:21]=[CH:20][C:19]([N:22]4[CH2:31][CH2:30][C:29]5[C:24](=[CH:25][CH:26]=[C:27]([O:32][CH2:33][C@@H:34]6[CH2:38][CH2:37][CH2:36][O:35]6)[CH:28]=5)[C:23]4=[O:39])=[CH:18][C:17]=3F)[CH2:12]2)[CH2:9]1)=O)(C)(C)C.FC(F)(F)[C:43](O)=[O:44]>>[CH2:9]1[C:10]2([CH2:15][CH2:14][N:13]([C:16]3[CH:21]=[CH:20][C:19]([N:22]4[CH:31]=[CH:30][C:29]5[C:24](=[CH:25][CH:26]=[C:27]([O:32][CH2:33][C@@H:34]6[CH2:38][CH2:37][CH2:36][O:35]6)[CH:28]=5)[C:23]4=[O:39])=[CH:18][C:17]=3[O:44][CH3:43])[CH2:12]2)[CH2:11][NH:8]1. Procedure details: Reaction of 6-(2-Fluoro-4-{1-oxo-6-[(S)-1-(tetrahydro-furan-2-yl)methoxy]-3,4-dihydro-1H-isoquinolin-2-yl}-phenyl)-2,6-diaza-spiro[3.4]octane-2-carboxylic acid tert-butyl ester with trifluoroacetic acid by method H2 resulted in the desired product with the molecular weight 451, 55 (C26H30FN3O3); MS (ESI): 452 (M+H+).